describe an organic reaction: reactants, conditions, products, and yield From a dataset of the Open Reaction Database (ORD), a public repository of structured organic reaction records. Reactants: ClCCCBr, O=C([O-])[O-], CC(C)=O, [K+], [K+], COC(=O)c1ccc(OC)c(O)c1. Product: COC(=O)c1ccc(OC)c(OCCCCl)c1. RXN SMILES: [Br:14][CH2:15][CH2:16][CH2:17][Cl:18].[C:19](=[O:20])([O-:21])[O-:22].[CH3:25][C:26](=[O:27])[CH3:28].[K+:23].[K+:24].[OH:1][c:2]1[cH:3][c:4]([C:5](=[O:6])[O:7][CH3:8])[cH:9][cH:10][c:11]1[O:12][CH3:13]>>[O:1]([c:2]1[cH:3][c:4]([C:5](=[O:6])[O:7][CH3:8])[cH:9][cH:10][c:11]1[O:12][CH3:13])[CH2:15][CH2:16][CH2:17][Cl:18]. The reactants are O=C([O-])[O-], Cc1ccccc1, COc1ccc2c(Cl)c(F)cnc2c1, ClCCl, [Cs+], [Cs+], Oc1ccc(Nc2nnc(-c3ccc(C(F)(F)F)cc3)c3ccccc23)cc1, O=C(C=Cc1ccccc1)C=Cc1ccccc1, O=C(C=Cc1ccccc1)C=Cc1ccccc1, O=C(C=Cc1ccccc1)C=Cc1ccccc1, O, [Pd], [Pd]. Yields the product COc1ccc2c(Oc3ccc(Nc4nnc(-c5ccc(C(F)(F)F)cc5)c5ccccc45)cc3)c(F)cnc2c1. Reaction SMILES: [C:43](=[O:44])([O-:45])[O-:46].[CH3:49][c:50]1[cH:51][cH:52][cH:53][cH:54][cH:55]1.[Cl:1][c:2]1[c:3]([F:14])[cH:4][n:5][c:6]2[cH:7][c:8]([O:12][CH3:13])[cH:9][cH:10][c:11]12.[Cl:57][CH2:58][Cl:59].[Cs+:47].[Cs+:48].[F:15][C:16]([c:17]1[cH:18][cH:19][c:20](-[c:23]2[n:24][n:25][c:26]([NH:33][c:34]3[cH:35][cH:36][c:37]([OH:40])[cH:38][cH:39]3)[c:27]3[cH:28][cH:29][cH:30][cH:31][c:32]23)[cH:21][cH:22]1)([F:41])[F:42].[O:62]=[C:63]([CH:64]=[CH:65][c:66]1[cH:67][cH:68][cH:69][cH:70][cH:71]1)[CH:72]=[CH:73][c:74]1[cH:75][cH:76][cH:77][cH:78][cH:79]1.[O:80]=[C:81]([CH:82]=[CH:83][c:84]1[cH:85][cH:86][cH:87][cH:88][cH:89]1)[CH:90]=[CH:91][c:92]1[cH:93][cH:94][cH:95][cH:96][cH:97]1.[O:98]=[C:99]([CH:100]=[CH:101][c:102]1[cH:103][cH:104][cH:105][cH:106][cH:107]1)[CH:108]=[CH:109][c:110]1[cH:111][cH:112][cH:113][cH:114][cH:115]1.[OH2:56].[Pd:60].[Pd:61]>>[c:2]1([O:40][c:37]2[cH:36][cH:35][c:34]([NH:33][c:26]3[n:25][n:24][c:23](-[c:20]4[cH:19][cH:18][c:17]([C:16]([F:15])([F:41])[F:42])[cH:22][cH:21]4)[c:32]4[c:27]3[cH:28][cH:29][cH:30][cH:31]4)[cH:39][cH:38]2)[c:3]([F:14])[cH:4][n:5][c:6]2[cH:7][c:8]([O:12][CH3:13])[cH:9][cH:10][c:11]12. Reactants: BrCC1=C(C2=C(SC=C2)C=C1F)F (5-bromomethyl-4,6-difluorobenzo[b]thiophene), C(C)(=O)[O-].[K+] (potassium acetate), O (water), C(C)(=O)OCC (ethyl acetate). Run in CN(C=O)C (N,N-dimethyl-formamide). Run at temperature 60 celsius, time 1 hour. Product: C(C)(=O)OCC1=CC2=C(S1)C=C(C=C2F)F (acetoxymethyl-4,6-difluorobenzo[b]thiophene). Reaction SMILES: BrC[C:3]1[C:11]([F:12])=[CH:10][C:6]2[S:7][CH:8]=[CH:9][C:5]=2[C:4]=1[F:13].C([O-])(=O)C.[K+].O.[C:20]([O:23][CH2:24]C)(=[O:22])[CH3:21]>CN(C)C=O>[C:20]([O:23][CH2:24][C:8]1[S:7][C:6]2[CH:10]=[C:11]([F:12])[CH:3]=[C:4]([F:13])[C:5]=2[CH:9]=1)(=[O:22])[CH3:21] |f:1.2|. Procedure: To a solution of 0.18 g of 5-bromomethyl-4,6-difluorobenzo[b]thiophene in 5 ml of N,N-dimethyl-formamide is added 0.23 g of potassium acetate, and the resulting mixture is stirred at 60° C. for one hour. The temperature of the thus stirred mixture is lowered to room temperature, and 10 ml of water and 10 ml of ethyl acetate are added thereto. Thereafter, the resulting organic layer is separated, washed successively with water and a saturated saline solution and then dried over anhydrous magnesiu... The reactants are O (water), N12CCCCCC2=NCCC1 (1,8-Diazabicyclo[5.4.0]undec-7-ene), N1C=C(C2=CC=CC=C12)[C@H]1C[C@H](C2=CC=CC=C12)O ((1R,3S)-3-(1H-indol-3-yl)-indan-1-ol), C1(=CC=CC=C1)P(=O)(C1=CC=CC=C1)N=[N+]=[N-] (diphenyl phosphoryl azide). Solvent: C1CCOC1 (THF). Run at temperature 0 celsius, time 0.5 hour. Yields the product N(=[N+]=[N-])[C@H]1C[C@@H](C2=CC=CC=C12)C1=CNC2=CC=CC=C12 (3-((1S,3S)-3-azido-indan-1-yl)-1H-indole). Reaction SMILES: N12CCCN=C1CCCCC2.[NH:12]1[C:20]2[C:15](=[CH:16][CH:17]=[CH:18][CH:19]=2)[C:14]([C@@H:21]2[C:29]3[C:24](=[CH:25][CH:26]=[CH:27][CH:28]=3)[C@H:23](O)[CH2:22]2)=[CH:13]1.C1(P([N:45]=[N+:46]=[N-:47])(C2C=CC=CC=2)=O)C=CC=CC=1.O>C1COCC1>[N:45]([C@@H:23]1[C:24]2[C:29](=[CH:28][CH:27]=[CH:26][CH:25]=2)[C@@H:21]([C:14]2[C:15]3[C:20](=[CH:19][CH:18]=[CH:17][CH:16]=3)[NH:12][CH:13]=2)[CH2:22]1)=[N+:46]=[N-:47]. Procedure details: 1,8-Diazabicyclo[5.4.0]undec-7-ene (4.8 mL, 32.1 mmol, 1.45 equiv) was added to (1R,3S)-3-(1H-indol-3-yl)-indan-1-ol (22.2 mmol ) and diphenyl phosphoryl azide (6.0 mL, 27.8 mmol, 1.25 equiv) in 150 mL dry THF at 0° C. The reaction was stirred 0.5 hours at 0° C., then 2 hours at room temperature—TLC showed full conversion. The reaction mixture was poured into water and extracted with ethyl acetate. The organic phase was washed with 100 mL 0.5 N HCl, sat. NaHCO3, dried over MgSO4 and concentrated... Reactants: C1CCNCC1, CCO, O=Cc1[nH]cc2c1CCOC2=O, O=C1Cc2c(cccc2-c2ccncc2)N1. The product is O=C1Nc2cccc(-c3ccncc3)c2C1=Cc1[nH]cc2c1CCOC2=O. Reaction SMILES: [CH2:29]1[CH2:30][CH2:31][NH:32][CH2:33][CH2:34]1.[CH3:35][CH2:36][OH:37].[O:17]=[C:18]1[O:19][CH2:20][CH2:21][c:22]2[c:23]1[cH:24][nH:25][c:26]2[CH:27]=[O:28].[n:1]1[cH:2][cH:3][c:4](-[c:7]2[c:8]3[c:12]([cH:13][cH:14][cH:15]2)[NH:11][C:10](=[O:16])[CH2:9]3)[cH:5][cH:6]1>>[n:1]1[cH:2][cH:3][c:4](-[c:7]2[c:8]3[c:12]([cH:13][cH:14][cH:15]2)[NH:11][C:10](=[O:16])[C:9]3=[CH:27][c:26]2[c:22]3[c:23]([cH:24][nH:25]2)[C:18](=[O:17])[O:19][CH2:20][CH2:21]3)[cH:5][cH:6]1. Reactants: O.C1(=CC=C(C=C1)S(=O)(=O)O)C (p-toluene sulfonic acid mono hydrate), BrBr (bromine), C1(=CC=C(OC)C=C1)C(=S)CC1=CC=C(OC)C=C1 (thiodesoxyanisoin). Run in ClC1=CC=CC=C1 (chlorobenzene), ClC1=CC=CC=C1 (chlorobenzene). The product is COC1=CC=C(C=C1)C=1SC2=C(C1)C=CC(=C2)OC (2-(4-Methoxyphenyl)-6-Methoxybenzothiophene). The yield is 2.5%. As a reaction SMILES: O.C1(C)C=CC(S(O)(=O)=O)=CC=1.BrBr.[C:15]1([C:23]([CH2:25][C:26]2[CH:33]=[CH:32][C:29]([O:30][CH3:31])=[CH:28][CH:27]=2)=[S:24])[CH:22]=[CH:21][C:18]([O:19][CH3:20])=[CH:17][CH:16]=1>ClC1C=CC=CC=1>[CH3:20][O:19][C:18]1[CH:17]=[CH:16][C:15]([C:23]2[S:24][C:33]3[CH:32]=[C:29]([O:30][CH3:31])[CH:28]=[CH:27][C:26]=3[CH:25]=2)=[CH:22][CH:21]=1 |f:0.1|. Procedure details: The p-toluene sulfonic acid mono hydrate (310 mg, 1.6 mmol) in 25 ml of chlorobenzene is placed in a 25 ml, 3-neck round bottom flask fitted with a thermometer, nitrogen gas inlet, 10 ml addition funnel, reflux condenser, Dean-Stark trap with drying tube, magnetic stirrer, and heating mantle. 10 ml of solvent is distilled off and bromine (0.08 ml, 1.55 mmol) is added followed by thiodesoxyanisoin (700 mg, 1.6 mmol) in 10 ml of chlorobenzene over 5 minutes. After stirring at reflux for 15 minutes...